This data is from the Open Reaction Database (ORD), a public repository of structured organic reaction records. The task is: describe an organic reaction: reactants, conditions, products, and yield The reactants are COC(=O)Cc1cccc(Oc2ccc(C(F)(F)F)cc2C=O)c1, CCN. Product: CCNCc1cc(C(F)(F)F)ccc1Oc1cccc(CC(=O)OC)c1. As a reaction SMILES: [CH3:1][O:2][C:3]([CH2:4][c:5]1[cH:6][c:7]([O:11][c:12]2[c:13]([CH:22]=[O:23])[cH:14][c:15]([C:18]([F:19])([F:20])[F:21])[cH:16][cH:17]2)[cH:8][cH:9][cH:10]1)=[O:24].[CH3:25][CH2:26][NH2:27]>>[CH3:1][O:2][C:3]([CH2:4][c:5]1[cH:6][c:7]([O:11][c:12]2[c:13]([CH2:22][NH:27][CH2:26][CH3:25])[cH:14][c:15]([C:18]([F:19])([F:20])[F:21])[cH:16][cH:17]2)[cH:8][cH:9][cH:10]1)=[O:24].